The task is: describe an organic reaction: reactants, conditions, products, and yield. This data is from the Open Reaction Database (ORD), a public repository of structured organic reaction records. Reactants: CCOC(=O)CP(=O)(OCC)OCC, O=Cc1nccn1C(c1ccccc1)(c1ccccc1)c1ccccc1, [H-], [Na+], C1CCOC1, O. The product is CCOC(=O)C=Cc1nccn1C(c1ccccc1)(c1ccccc1)c1ccccc1. Reaction SMILES: [CH2:3]([O:4][P:5]([O:6][CH2:7][CH3:8])(=[O:9])[CH2:11][C:12](=[O:13])[O:14][CH2:15][CH3:16])[CH3:10].[CH:17](=[O:18])[c:19]1[n:20]([C:24]([c:25]2[cH:26][cH:27][cH:28][cH:29][cH:30]2)([c:31]2[cH:32][cH:33][cH:34][cH:35][cH:36]2)[c:37]2[cH:38][cH:39][cH:40][cH:41][cH:42]2)[cH:21][cH:22][n:23]1.[H-:1].[Na+:2].[O:44]1[CH2:45][CH2:46][CH2:47][CH2:48]1.[OH2:43]>>[CH:11]([C:12](=[O:13])[O:14][CH2:15][CH3:16])=[CH:17][c:19]1[n:20]([C:24]([c:25]2[cH:26][cH:27][cH:28][cH:29][cH:30]2)([c:31]2[cH:32][cH:33][cH:34][cH:35][cH:36]2)[c:37]2[cH:38][cH:39][cH:40][cH:41][cH:42]2)[cH:21][cH:22][n:23]1.